Task: describe an organic reaction: reactants, conditions, products, and yield. Dataset: the Open Reaction Database (ORD), a public repository of structured organic reaction records Reactants: C (charcoal), [Cl-].C(C)[N+]1=CN(C=C1)C (1-ethyl-3-methylimidazolium chloride), FC(S(=O)(=O)[N-]S(=O)(=O)C(F)(F)F)(F)F.[Li+] (lithium bis(trifluoromethanesulfonyl)amide). Run in O (water), O (water). Conditions: temperature 65 celsius, time 3 hour. The product is FC(S(=O)(=O)[N-]S(=O)(=O)C(F)(F)F)(F)F.C(C)[N+]1=CN(C=C1)C (1-ethyl-3-methylimidazolium bis(trifluoromethanesulfonyl)amide). The yield is 87.0%. RXN SMILES: [Cl-].[CH2:2]([N+:4]1[CH:8]=[CH:7][N:6]([CH3:9])[CH:5]=1)[CH3:3].C.[F:11][C:12]([F:25])([F:24])[S:13]([N-:16][S:17]([C:20]([F:23])([F:22])[F:21])(=[O:19])=[O:18])(=[O:15])=[O:14].[Li+]>O>[F:23][C:20]([F:21])([F:22])[S:17]([N-:16][S:13]([C:12]([F:11])([F:24])[F:25])(=[O:14])=[O:15])(=[O:18])=[O:19].[CH2:2]([N+:4]1[CH:8]=[CH:7][N:6]([CH3:9])[CH:5]=1)[CH3:3] |f:0.1,3.4,6.7|. Procedure: Yellow 1-ethyl-3-methylimidazolium chloride (Aldrich) (50 g) was dissolved in deionized water (250 mL). Decolorizing charcoal (3 g) was added to the solution and the resulting mixture heated at 65° C. for 24 hours. The solution was cooled to room temperature and filtered. To the yellow filtrate was added decolorizing charcoal (3 g) and the solution was then heated for a further 24 hours at 65° C. The solution was allowed to cool to room temperature and then filtered to give a colorless solution.... Reactants: O=C(NCC(CCO)c1ccc(Cl)c(Cl)c1)c1ccccc1, Cl, [Na+], C1CCOC1, [OH-], O. Yields the product O=C(NO)c1ccccc1. As a reaction SMILES: [Cl:1][c:2]1[cH:3][c:4]([CH:5]([CH2:6][CH2:7][OH:8])[CH2:9][NH:11][C:12]([c:13]2[cH:14][cH:15][cH:16][cH:17][cH:18]2)=[O:19])[cH:10][cH:20][c:21]1[Cl:22].[ClH:30].[Na+:24].[O:25]1[CH2:26][CH2:27][CH2:28][CH2:29]1.[OH-:23].[OH2:31]>>[NH:11]([C:12]([c:13]1[cH:14][cH:15][cH:16][cH:17][cH:18]1)=[O:19])[OH:23]. Reactants: CC(CC=1N=C(NC1)CCC(N)=S)(CC)C (3-[4-(2,2-Dimethylbutyl)-1H -imidazol-2-yl]propanethioamide), BrCC(=O)C1=CC(=C(C=C1)F)F (2-bromo-1-(3,4-difluorophenyl)ethanone). The solvent is C(C)O (ethanol), O1CCOCC1 (1,4-dioxane). Run at time 8 hour. The product is FC=1C=C(C=CC1F)C=1N=C(SC1)CCC=1NC(=CN1)CC(CC)(C)C (4-(3,4-Difluorophenyl)-2-{2-[5-(2,2-dimethylbutyl)-1H-imidazol-2-yl]ethyl}-1,3-thiazole). RXN SMILES: [CH3:1][C:2]([CH3:16])([CH2:14][CH3:15])[CH2:3][C:4]1[N:5]=[C:6]([CH2:9][CH2:10][C:11](=[S:13])[NH2:12])[NH:7][CH:8]=1.Br[CH2:18][C:19]([C:21]1[CH:26]=[CH:25][C:24]([F:27])=[C:23]([F:28])[CH:22]=1)=O>C(O)C.O1CCOCC1>[F:28][C:23]1[CH:22]=[C:21]([C:19]2[N:12]=[C:11]([CH2:10][CH2:9][C:6]3[NH:5][C:4]([CH2:3][C:2]([CH3:16])([CH3:1])[CH2:14][CH3:15])=[CH:8][N:7]=3)[S:13][CH:18]=2)[CH:26]=[CH:25][C:24]=1[F:27]. Procedure details: 3-[4-(2,2-Dimethylbutyl)-1H -imidazol-2-yl]propanethioamide (58 mg, 0.24 mmol) in ethanol (1 mL) was added to 2-bromo-1-(3,4-difluorophenyl)ethanone (56 mg, 0.24 mmol) in anhydrous 1,4-dioxane (4 mL). After stirring at rt overnight, the reaction mixture was concentrated to give a residue, which was purified by reverse phase HPLC (KR100-5C18 100×21.2 mm column; 10-100% MeCN/H2O over 12 min) to afford the title compound. LC-MS: m/e 376 (M+H).